The task is: describe an organic reaction: reactants, conditions, products, and yield. This data is from the Open Reaction Database (ORD), a public repository of structured organic reaction records. Starting materials: CC(=O)[O-], CC(=O)[O-], CO, CCc1ccccc1O, ClCCl, CCOC(=O)C=[N+]=[N-], [Rh+2]. Yields the product CCOC(=O)COc1ccccc1CC. RXN SMILES: [C:23]([O-:24])(=[O:25])[CH3:26].[C:28]([O-:29])(=[O:30])[CH3:31].[CH3:18][OH:19].[CH3:1][CH2:2][c:3]1[c:4]([OH:9])[cH:5][cH:6][cH:7][cH:8]1.[Cl:20][CH2:21][Cl:22].[N+:10](=[N-:11])=[CH:12][C:13](=[O:14])[O:15][CH2:16][CH3:17].[Rh+2:27]>>[CH3:1][CH2:2][c:3]1[c:4]([O:9][CH2:12][C:13](=[O:14])[O:15][CH2:16][CH3:17])[cH:5][cH:6][cH:7][cH:8]1. The reactants are CCOC(=O)CCCBr, O=C([O-])[O-], CCC(C)=O, [K+], [K+], CCOC(=O)c1ccc([Se]c2cc3c(cc2O)C(C)(C)CCC3(C)C)cc1. Product: CCOC(=O)CCCOc1cc2c(cc1[Se]c1ccc(C(=O)OCC)cc1)C(C)(C)CCC2(C)C. As a reaction SMILES: [Br:28][CH2:29][CH2:30][CH2:31][C:32](=[O:33])[O:34][CH2:35][CH3:36].[C:37](=[O:38])([O-:39])[O-:40].[CH2:43]([C:44]([CH3:45])=[O:46])[CH3:47].[K+:41].[K+:42].[OH:1][c:2]1[c:3]([Se:16][c:17]2[cH:18][cH:19][c:20]([C:21](=[O:22])[O:23][CH2:24][CH3:25])[cH:26][cH:27]2)[cH:4][c:5]2[c:10]([cH:11]1)[C:9]([CH3:12])([CH3:13])[CH2:8][CH2:7][C:6]2([CH3:14])[CH3:15]>>[O:1]([c:2]1[c:3]([Se:16][c:17]2[cH:18][cH:19][c:20]([C:21](=[O:22])[O:23][CH2:24][CH3:25])[cH:26][cH:27]2)[cH:4][c:5]2[c:10]([cH:11]1)[C:9]([CH3:12])([CH3:13])[CH2:8][CH2:7][C:6]2([CH3:14])[CH3:15])[CH2:29][CH2:30][CH2:31][C:32](=[O:33])[O:34][CH2:35][CH3:36]. Reaction SMILES: Br[C:2]1[C:3]([N:22]([CH2:24][CH2:25][OH:26])[CH3:23])=[N:4][CH:5]=[C:6]([CH:21]=1)[C:7]([NH:9][C:10]1[CH:15]=[CH:14][C:13]([O:16][C:17]([Cl:20])([F:19])[F:18])=[CH:12][CH:11]=1)=[O:8].[N:27]1[CH:32]=[C:31](B(O)O)[CH:30]=[N:29][CH:28]=1>>[Cl:20][C:17]([F:19])([F:18])[O:16][C:13]1[CH:14]=[CH:15][C:10]([NH:9][C:7](=[O:8])[C:6]2[CH:21]=[C:2]([C:31]3[CH:32]=[N:27][CH:28]=[N:29][CH:30]=3)[C:3]([N:22]([CH2:24][CH2:25][OH:26])[CH3:23])=[N:4][CH:5]=2)=[CH:11][CH:12]=1. Procedure: The title compound was prepared in an analogous fashion to that described in Example 169 using 5-bromo-N-(4-(chlorodifluoromethoxy)phenyl)-6-((2-hydroxyethyl)(methyl)amino)nicotinamide (Stage 179.1) and pyrimidin-5-ylboronic acid to afford a white crystalline solid. HPLC (Condition 4) tR=5.02 min, UPLC-MS (Condition 3) tR=0.96 min, m/z=450.3 [M+H]+; 1H-NMR (400 MHz, DMSO-d6) δ ppm 2.69 (s, 3H) 3.38-3.65 (m, 4H) 4.67 (t, J=5.08 Hz, 1H) 7.34 (d, J=8.21 Hz, 2H) 7.85 (d, J=8.99 Hz, 2H) 8.13 (d, J=2.... Starting materials: BrC=1C(=NC=C(C(=O)NC2=CC=C(C=C2)OC(F)(F)Cl)C1)N(C)CCO (5-bromo-N-(4-(chlorodifluoromethoxy)phenyl)-6-((2-hydroxyethyl)(methyl)amino)nicotinamide), N1=CN=CC(=C1)B(O)O (pyrimidin-5-ylboronic acid). Product: ClC(OC1=CC=C(C=C1)NC(C1=CN=C(C(=C1)C=1C=NC=NC1)N(C)CCO)=O)(F)F (N-(4-(Chlorodifluoromethoxy)phenyl)-6-((2-hydroxyethyl)(methyl)amino)-5-(pyrimidin-5-yl)nicotinamide). The yield is 75.0%. Solvent: C1CCOC1 (THF). Reaction conditions: time 3.5 hour. RXN SMILES: [CH3:1][O:2][C:3]1[CH:34]=[CH:33][C:6]([CH2:7][NH:8][CH2:9][C:10]([C:13]2[CH:17]=[C:16]([NH:18][C:19](=[O:32])[C:20]([CH3:31])([S:22]([CH:25]3[CH2:30][CH2:29][O:28][CH2:27][CH2:26]3)(=[O:24])=[O:23])[CH3:21])[O:15][N:14]=2)([CH3:12])[CH3:11])=[CH:5][CH:4]=1.N1C=CC=CC=1.[C:41](Cl)(=[O:43])[CH3:42]>C1COCC1>[C:41]([N:8]([CH2:7][C:6]1[CH:33]=[CH:34][C:3]([O:2][CH3:1])=[CH:4][CH:5]=1)[CH2:9][C:10]([C:13]1[CH:17]=[C:16]([NH:18][C:19](=[O:32])[C:20]([CH3:21])([S:22]([CH:25]2[CH2:30][CH2:29][O:28][CH2:27][CH2:26]2)(=[O:24])=[O:23])[CH3:31])[O:15][N:14]=1)([CH3:12])[CH3:11])(=[O:43])[CH3:42]. Procedure: To a solution of N-{3-[2-(4-methoxy-benzylamino)-1,1-dimethyl-ethyl]-isoxazol-5-yl}-2-methyl-2-(tetrahydro-pyran-4-sulfonyl)-propionamide (143 mg, 0.29 mmol) in THF (1.5 mL) are added pyridine (0.035 mL, 0.44 mmol) and acetyl chloride (0.031 mL, 0.44 mmol). The reaction mixture is stirred at room temperature for 3.5 h. After this time, more pyridine (0.018 mL, 0.22 mmol) and acetyl chloride (0.016 mL, 0.22 mmol) are added to the reaction mixture and the stirring is continued for 1 h. After this ... Reactants: COC1=CC=C(CNCC(C)(C)C2=NOC(=C2)NC(C(C)(S(=O)(=O)C2CCOCC2)C)=O)C=C1 (N-{3-[2-(4-methoxy-benzylamino)-1,1-dimethyl-ethyl]-isoxazol-5-yl}-2-methyl-2-(tetrahydro-pyran-4-sulfonyl)-propionamide), N1=CC=CC=C1 (pyridine), C(C)(=O)Cl (acetyl chloride), N1=CC=CC=C1 (pyridine), C(C)(=O)Cl (acetyl chloride). Yields the product C(C)(=O)N(CC(C)(C)C1=NOC(=C1)NC(C(C)(S(=O)(=O)C1CCOCC1)C)=O)CC1=CC=C(C=C1)OC (N-(3-{2-[Acetyl-(4-methoxy-benzyl)-amino]-1,1-dimethyl-ethyl}-isoxazol-5-yl)-2-methyl-2-(tetrahydro-pyran-4-sulfonyl)-propionamide). The reactants are 6-(4-methyl-piperazin-1-yl)-N-[2-(4-phenoxy-phenyl)-ethyl]-4-trifluoro-methyl-nicotinamide, ClC1=NC=C(C(=O)OC)C(=C1)C(F)(F)F (methyl 6-chloro-4-(trifluoromethyl)nicotinate), CN1CCNCC1 (N-methylpiperazine), O(C1=CC=CC=C1)C1=CC=C(CCN)C=C1 (4-phenoxyphenethylamine). Yields the product CN1CCN(CC1)C1=NC=C(C(=O)NCCC2=CC=C(C=C2)OC2=CC=CC=C2)C(=C1)C(F)(F)F (6-(4-Methyl-piperazin-1-yl)-N-[2-(4-phenoxy-phenyl)-ethyl]-4-trifluoromethyl-nicotinamide). As a reaction SMILES: Cl[C:2]1[CH:11]=[C:10]([C:12]([F:15])([F:14])[F:13])[C:5]([C:6]([O:8]C)=O)=[CH:4][N:3]=1.[CH3:16][N:17]1[CH2:22][CH2:21][NH:20][CH2:19][CH2:18]1.[O:23]([C:30]1[CH:38]=[CH:37][C:33]([CH2:34][CH2:35][NH2:36])=[CH:32][CH:31]=1)[C:24]1[CH:29]=[CH:28][CH:27]=[CH:26][CH:25]=1>>[CH3:16][N:17]1[CH2:22][CH2:21][N:20]([C:2]2[CH:11]=[C:10]([C:12]([F:15])([F:14])[F:13])[C:5]([C:6]([NH:36][CH2:35][CH2:34][C:33]3[CH:37]=[CH:38][C:30]([O:23][C:24]4[CH:29]=[CH:28][CH:27]=[CH:26][CH:25]=4)=[CH:31][CH:32]=3)=[O:8])=[CH:4][N:3]=2)[CH2:19][CH2:18]1. Procedure: In analogy to example 1 methyl 6-chloro-4-(trifluoromethyl)nicotinate was reacted with N-methylpiperazine and then, using 4-phenoxyphenethylamine in the coupling step, converted to 6-(4-methyl-piperazin-1-yl)-N-[2-(4-phenoxy-phenyl)-ethyl]-4-trifluoro-methyl-nicotinamide. Off-white solid. MS (ISP): 485.2 ([M+H]+)